Dataset: the Open Reaction Database (ORD), a public repository of structured organic reaction records. Task: describe an organic reaction: reactants, conditions, products, and yield Starting materials: O=C([O-])[O-], CCC(C)=O, ClCCl, Cc1nn(C)c(O)c1C(=O)c1ccc(Cl)cc1Cl, Cc1ccc(C(=O)CBr)cc1, [K+], [K+]. Yields the product Cc1ccc(C(=O)COc2c(C(=O)c3ccc(Cl)cc3Cl)c(C)nn2C)cc1. RXN SMILES: [C:1](=[O:2])([O-:3])[O-:4].[CH2:36]([C:37]([CH3:38])=[O:39])[CH3:40].[CH2:41]([Cl:42])[Cl:43].[CH3:18][n:19]1[n:20][c:21]([CH3:35])[c:22]([C:25]([c:26]2[c:27]([Cl:33])[cH:28][c:29]([Cl:32])[cH:30][cH:31]2)=[O:34])[c:23]1[OH:24].[CH3:7][c:8]1[cH:9][cH:10][c:11]([C:12]([CH2:13][Br:14])=[O:15])[cH:16][cH:17]1.[K+:5].[K+:6]>>[CH3:7][c:8]1[cH:9][cH:10][c:11]([C:12]([CH2:13][O:24][c:23]2[n:19]([CH3:18])[n:20][c:21]([CH3:35])[c:22]2[C:25]([c:26]2[c:27]([Cl:33])[cH:28][c:29]([Cl:32])[cH:30][cH:31]2)=[O:34])=[O:15])[cH:16][cH:17]1. The reactants are Cc1ccnc(N)c1C, CN(C)c1ccccn1, ClCCl, COCCCC(F)(F)C=NO, O=S(Cl)Cl. The product is COCCCC(F)(F)C#N. Reaction SMILES: [CH3:25][c:26]1[cH:27][cH:28][n:29][c:30]([NH2:31])[c:32]1[CH3:33].[CH3:5][N:6]([c:7]1[cH:8][cH:9][cH:10][cH:11][n:12]1)[CH3:13].[Cl:34][CH2:35][Cl:36].[F:14][C:15]([CH:16]=[N:17][OH:18])([CH2:19][CH2:20][CH2:21][O:22][CH3:23])[F:24].[S:1]([Cl:2])([Cl:3])=[O:4]>>[F:14][C:15]([C:16]#[N:17])([CH2:19][CH2:20][CH2:21][O:22][CH3:23])[F:24]. The reactants are C(C)C=1C(=C(SC1C)N=C=S)C(=O)OC (methyl 4-ethyl-2-isothiocyanato-5-methylthiophene-3-carboxylate), N1(C=NC=C1)CCCN (3-(1H-imidazol-1-yl)propan-1-amine). Product: C(C)C1=C(SC=2NC(N(C(C21)=O)CCCN2C=NC=C2)=S)C (5-ethyl-2,3-dihydro-6-methyl-3-(3-(1H-imidazol-1-yl)propyl)-2-thioxothieno[2,3-d]pyrimidin-4(1H)-one). Reaction SMILES: [CH2:1]([C:3]1[C:4]([C:12]([O:14]C)=O)=[C:5]([N:9]=[C:10]=[S:11])[S:6][C:7]=1[CH3:8])[CH3:2].[N:16]1([CH2:21][CH2:22][CH2:23][NH2:24])[CH:20]=[CH:19][N:18]=[CH:17]1>>[CH2:1]([C:3]1[C:4]2[C:12](=[O:14])[N:24]([CH2:23][CH2:22][CH2:21][N:16]3[CH:20]=[CH:19][N:18]=[CH:17]3)[C:10](=[S:11])[NH:9][C:5]=2[S:6][C:7]=1[CH3:8])[CH3:2]. Procedure: The compound was synthesized starting from methyl 4-ethyl-2-isothiocyanato-5-methylthiophene-3-carboxylate (0.010 g. 0.04 mmol) and 3-(1H-imidazol-1-yl)propan-1-amine (0.005 g, 0.04 mmol) as described above. The reactants are C=1C=CC(=CC1)C2(C(=O)N=C(N2)[O-])C=3C=CC=CC3.[Na+] (phenytoin sodium), OCC[N+](C)(C)C (choline). Run in O (water). Yields the product C=1C=CC(=CC1)C2(C(=O)N=C(N2)[O-])C=3C=CC=CC3.[Na+].OCC[N+](C)(C)C (Phenytoin Sodium Choline). RXN SMILES: [CH:1]1[CH:2]=[CH:3][C:4]([C:7]2([C:14]3[CH:15]=[CH:16][CH:17]=[CH:18][CH:19]=3)[NH:12][C:11]([O-:13])=[N:10][C:8]2=[O:9])=[CH:5][CH:6]=1.[Na+:20].[OH:21][CH2:22][CH2:23][N+:24]([CH3:27])([CH3:26])[CH3:25]>O>[CH:17]1[CH:16]=[CH:15][C:14]([C:7]2([C:4]3[CH:3]=[CH:2][CH:1]=[CH:6][CH:5]=3)[NH:12][C:11]([O-:13])=[N:10][C:8]2=[O:9])=[CH:19][CH:18]=1.[Na+:20].[OH:21][CH2:22][CH2:23][N+:24]([CH3:27])([CH3:26])[CH3:25] |f:0.1,4.5.6|. Procedure: To 1.25 g (4.6 mmol) phenytoin sodium was added 6 ml (5 mmol) choline buffer and diluted with water to 25 ml. The solids were dissolved with stirring or sonication to give a clear solution of pH 12.4. The reactants are CO, COc1ccc([N+](=O)[O-])cc1-c1cccc(Cl)c1, [H][H], C1CCOC1, O=[Pt]=O. Reaction SMILES: [CH3:26][OH:27].[Cl:1][c:2]1[cH:3][c:4](-[c:8]2[c:9]([O:17][CH3:18])[cH:10][cH:11][c:12]([N+:14]([O-:15])=[O:16])[cH:13]2)[cH:5][cH:6][cH:7]1.[H:19][H:20].[O:21]1[CH2:22][CH2:23][CH2:24][CH2:25]1.[Pt:28](=[O:29])=[O:30]>>[Cl:1][c:2]1[cH:3][c:4](-[c:8]2[c:9]([O:17][CH3:18])[cH:10][cH:11][c:12]([NH2:14])[cH:13]2)[cH:5][cH:6][cH:7]1. Product: COc1ccc(N)cc1-c1cccc(Cl)c1. Procedure details: In a glovebox, into a 10 ml glass vial were placed 15.0 mg (0.0250 mmole) of [((R,R)-Me-Duphos)Ru(H)(cyclooctatriene)]BF4, 5.62 ml of CH2Cl2 and 11.23 g (50.0 mmole) of methyl 3-oxo-2-pentyl-1-cyclopentene-1-acetate. The resulting yellow solution was placed in a 75 ml autoclave, purged with hydrogen and pressurized to 90 bar of hydrogen. After 6 hours, the solution was exposed to air and passed through a column of silica gel to separate the catalyst. This gave a 99% yield of the desired Hedione®... Yield: 99.0%. Yields the product CCCCCC1C(CCC1=O)CC(=O)OC (Hedione). Solvent: C(Cl)Cl (CH2Cl2). Run at time 6 hour. Reaction SMILES: [O:1]=[C:2]1[CH2:6][CH2:5][C:4]([CH2:7][C:8]([O:10][CH3:11])=[O:9])=[C:3]1[CH2:12][CH2:13][CH2:14][CH2:15][CH3:16]>C(Cl)Cl>[CH3:16][CH2:15][CH2:14][CH2:13][CH2:12][CH:3]1[C:2](=[O:1])[CH2:6][CH2:5][CH:4]1[CH2:7][C:8]([O:10][CH3:11])=[O:9]. The reactants are glass, [((R,R)-Me-Duphos)Ru(H)(cyclooctatriene)]BF4, O=C1C(=C(CC1)CC(=O)OC)CCCCC (methyl 3-oxo-2-pentyl-1-cyclopentene-1-acetate). The reactants are C1CCOC1 (THF), C1(=CC=CC2=CC=CC=C12)[C@@H](C)N(C(OC(C)(C)C)=O)C[C@H]1CNC[C@@H]1C1=CC=CC=C1 (tert-butyl [(1R)-1-(1-naphthyl)ethyl]{[(3R,4S)-4-phenylpyrrolidin-3-yl]methyl}carbamate), C1=CN(C=N1)C(=O)N2C=CN=C2 (CDI). Solvent: C(C)N(CC)CC (triethylamine). Isolated yield 107.4%. As a reaction SMILES: C1COCC1.[C:6]1([C@H:16]([N:18]([CH2:26][C@@H:27]2[C@@H:31]([C:32]3[CH:37]=[CH:36][CH:35]=[CH:34][CH:33]=3)[CH2:30][NH:29][CH2:28]2)[C:19](=[O:25])[O:20][C:21]([CH3:24])([CH3:23])[CH3:22])[CH3:17])[C:15]2[C:10](=[CH:11][CH:12]=[CH:13][CH:14]=2)[CH:9]=[CH:8][CH:7]=1.[CH:38]1[N:42]=[CH:41][N:40]([C:43](N2C=NC=C2)=[O:44])[CH:39]=1>C(N(CC)CC)C>[N:40]1([C:43]([N:29]2[CH2:30][C@H:31]([C:32]3[CH:33]=[CH:34][CH:35]=[CH:36][CH:37]=3)[C@@H:27]([CH2:26][N:18]([C@@H:16]([C:6]3[C:15]4[C:10](=[CH:11][CH:12]=[CH:13][CH:14]=4)[CH:9]=[CH:8][CH:7]=3)[CH3:17])[C:19](=[O:25])[O:20][C:21]([CH3:23])([CH3:24])[CH3:22])[CH2:28]2)=[O:44])[CH:39]=[CH:38][N:42]=[CH:41]1. The product is N1(C=NC=C1)C(=O)N1C[C@@H]([C@H](C1)C1=CC=CC=C1)CN(C(OC(C)(C)C)=O)[C@H](C)C1=CC=CC2=CC=CC=C12 (tert-butyl {[(3R,4S)-1-(1H-imidazol-1-ylcarbonyl)-4-phenylpyrrolidin-3-yl]methyl}[(1R)-1-(1-naphthyl)ethyl]carbamate). Procedure details: A 10 ml THF solution of 940 mg of tert-butyl [(1R)-1-(1-naphthyl)ethyl]{[(3R,4S)-4-phenylpyrrolidin-3-yl]methyl}carbamate was mixed with 0.3 ml of triethylamine and 3.54 g of CDI and stirred at room temperature for 2Hours. The reaction solution was concentrated under a reduced pressure and diluted with ethyl acetate. This was washed with 1 M hydrochloric acid and saturated brine, and the organic layer was dried with anhydrous magnesium sulfate. By evaporating the solvent under a reduced pressure... The reactants are Nc1ccc2ncnc(Nc3cccc(Br)c3)c2c1, CN1CCOCC1, CC(C)COC(=O)Cl, O=C(O)C#CCN1CCOCC1, C1CCOC1, c1ccncc1. Product: O=C(C#CCN1CCOCC1)Nc1ccc2ncnc(Nc3cccc(Br)c3)c2c1. Reaction SMILES: [Br:28][c:29]1[cH:30][c:31]([NH:35][c:36]2[n:37][cH:38][n:39][c:40]3[cH:41][cH:42][c:43]([NH2:46])[cH:44][c:45]23)[cH:32][cH:33][cH:34]1.[CH3:9][N:10]1[CH2:11][CH2:12][O:13][CH2:14][CH2:15]1.[Cl:1][C:2]([O:3][CH2:4][CH:5]([CH3:6])[CH3:7])=[O:8].[O:16]1[CH2:17][CH2:18][N:19]([CH2:22][C:23]#[C:24][C:25](=[O:26])[OH:27])[CH2:20][CH2:21]1.[O:47]1[CH2:48][CH2:49][CH2:50][CH2:51]1.[cH:52]1[cH:53][cH:54][n:55][cH:56][cH:57]1>>[O:16]1[CH2:17][CH2:18][N:19]([CH2:22][C:23]#[C:24][C:25](=[O:27])[NH:46][c:43]2[cH:42][cH:41][c:40]3[n:39][cH:38][n:37][c:36]([NH:35][c:31]4[cH:30][c:29]([Br:28])[cH:34][cH:33][cH:32]4)[c:45]3[cH:44]2)[CH2:20][CH2:21]1. Yields the product O1C=CC2=C1C(=CC=C2)NC2=NC=NC1=CC(=C(C=C21)OC)OCCCN2CCN(CC2)C (4-(7-benzofuranylamino)-6-methoxy-7-[3-(4-methylpiperazin-1-yl)propoxy]quinazoline). Procedure details: A mixture of 4-chloro-6-methoxy-7-[3-(4-methylpiperazin-1-yl)propoxy]quinazoline (0.1 g), 7-aminobenzofuran (0.057 g), isopropanol (4 ml) and a solution of hydrogen chloride in isopropanol (6M, 0.06 ml) was stirred and heated to 85° C. for 3 hours. The resultant mixture was cooled to ambient temperature and the precipitate was isolated by filtration, washed in turn with a 1:1 mixture of diethyl ether and isopropanol and with diethyl ether and dried under vacuum. There was thus obtained the title... Yield: 70.6%. Starting materials: resultant mixture, ClC1=NC=NC2=CC(=C(C=C12)OC)OCCCN1CCN(CC1)C (4-chloro-6-methoxy-7-[3-(4-methylpiperazin-1-yl)propoxy]quinazoline), NC1=CC=CC=2C=COC21 (7-aminobenzofuran), Cl (hydrogen chloride). Run in C(C)(C)O (isopropanol), C(C)(C)O (isopropanol). Run at temperature 85 celsius. As a reaction SMILES: Cl[C:2]1[C:11]2[C:6](=[CH:7][C:8]([O:14][CH2:15][CH2:16][CH2:17][N:18]3[CH2:23][CH2:22][N:21]([CH3:24])[CH2:20][CH2:19]3)=[C:9]([O:12][CH3:13])[CH:10]=2)[N:5]=[CH:4][N:3]=1.[NH2:25][C:26]1[C:34]2[O:33][CH:32]=[CH:31][C:30]=2[CH:29]=[CH:28][CH:27]=1.Cl>C(O)(C)C>[O:33]1[C:34]2[C:26]([NH:25][C:2]3[C:11]4[C:6](=[CH:7][C:8]([O:14][CH2:15][CH2:16][CH2:17][N:18]5[CH2:23][CH2:22][N:21]([CH3:24])[CH2:20][CH2:19]5)=[C:9]([O:12][CH3:13])[CH:10]=4)[N:5]=[CH:4][N:3]=3)=[CH:27][CH:28]=[CH:29][C:30]=2[CH:31]=[CH:32]1.